This data is from the Open Reaction Database (ORD), a public repository of structured organic reaction records. The task is: describe an organic reaction: reactants, conditions, products, and yield Reactants: Br[C@@H]1[C@@H]2N(C(=C(CS2(=O)=O)C)C(=O)OC(C)(C)C)C1=O (t-butyl 7α-bromo-3-methyl-3-cephem -4-carboxylate 1,1-dioxide), Cl.CNC (dimethylamine hydrochloride), C(Cl)Cl (methylene chloride), C=O (formaldehyde). The solvent is C(C)(C)(C)O (t-butyl alcohol). Product: Br[C@@H]1[C@@H]2N(C(=C(C(S2(=O)=O)=C)C)C(=O)OC(C)(C)C)C1=O (t-butyl 7α-bromo-2-methylene-3-methyl-3-cephem-4-carboxylate 1,1-dioxide). Yield: 5.6%. Reaction SMILES: [Br:1][C@H:2]1[C:19](=[O:20])[N:4]2[C:5]([C:12]([O:14][C:15]([CH3:18])([CH3:17])[CH3:16])=[O:13])=[C:6]([CH3:11])[CH2:7][S:8](=[O:10])(=[O:9])[C@H:3]12.Cl.[CH3:22]NC.C(Cl)Cl.C=O>C(O)(C)(C)C>[Br:1][C@H:2]1[C:19](=[O:20])[N:4]2[C:5]([C:12]([O:14][C:15]([CH3:16])([CH3:18])[CH3:17])=[O:13])=[C:6]([CH3:11])[C:7](=[CH2:22])[S:8](=[O:9])(=[O:10])[C@H:3]12 |f:1.2|. Procedure: A mixture of t-butyl 7α-bromo-3-methyl-3-cephem -4-carboxylate 1,1-dioxide (700 mg, 1.9 mmol), dimethylamine hydrochloride (460 mg, 5.7 mmol), methylene chloride (3 ml) and t-butyl alcohol (50 ml), formaldehyde (0.57 g, 37% w/v) was heated to reflux at 80°-90° C. for 20 hours. t-Butyl alcohol was removed under reduced pressure and the residue was dissolved in methylene chloride, washed with water, brine, dried and concentrated to give 200 mg of crude product which was purified over silica column... Reactants: [H-].[Al+3].[Li+].[H-].[H-].[H-] (lithium aluminum hydride), C([O-])([O-])=O.[K+].[K+] (potassium carbonate), COC=1C=C(C=CC1OC)C(C[N+](=O)[O-])SC (2-(3,4-dimethoxyphenyl)-2-(methylthio)nitroethane), ice, [OH-].[Na+] (sodium hydroxide). Solvent: O1CCCC1 (tetrahydrofuran), O1CCCC1 (tetrahydrofuran), O (water), O (water). Reaction conditions: time 30 minute. Yields the product COC=1C=C(C=CC1OC)C(CN)SC (2-(3,4-dimethoxyphenyl)-2-(methylthio)ethylamine). Yield: 89.8%. As a reaction SMILES: [CH3:1][O:2][C:3]1[CH:4]=[C:5]([CH:11]([S:16][CH3:17])[CH2:12][N+:13]([O-])=O)[CH:6]=[CH:7][C:8]=1[O:9][CH3:10].[H-].[Al+3].[Li+].[H-].[H-].[H-].[OH-].[Na+].C(=O)([O-])[O-].[K+].[K+]>O1CCCC1.O>[CH3:1][O:2][C:3]1[CH:4]=[C:5]([CH:11]([S:16][CH3:17])[CH2:12][NH2:13])[CH:6]=[CH:7][C:8]=1[O:9][CH3:10] |f:1.2.3.4.5.6,7.8,9.10.11|. Procedure: Under argon, a solution of 2-(3,4-dimethoxyphenyl)-2-(methylthio)nitroethane (1.22 g, 4.8 mmol) in tetrahydrofuran (20 ml) was dropwise added to an ice-cooled and stirred solution of lithium aluminum hydride (0.47 g) in tetrahydrofuran (10 ml). After stirring at room temperature for 30 minutes, water (0.47 ml), 15% aqueous sodium hydroxide solution (0.47 g) and water (1.14 ml) were sequentially added dropwise to the reaction mixture under ice-cooling and stirring. A small amount of potassium car...